This data is from the Open Reaction Database (ORD), a public repository of structured organic reaction records. The task is: describe an organic reaction: reactants, conditions, products, and yield Starting materials: C(C)(C)OC(C)C (isopropyl ether), C(C)C(=O)C (methyl ethyl ketone). Yields the product C(C)(C)OC(C)C (isopropyl ether), C(C)(C)OC(C)C.C(C)C(=O)C (isopropyl ether methyl ethyl ketone). As a reaction SMILES: [CH:1]([O:4][CH:5]([CH3:7])[CH3:6])([CH3:3])[CH3:2].[CH2:8]([C:10]([CH3:12])=[O:11])[CH3:9]>>[CH:1]([O:4][CH:5]([CH3:7])[CH3:6])([CH3:3])[CH3:2].[CH:1]([O:4][CH:5]([CH3:7])[CH3:6])([CH3:3])[CH3:2].[CH2:8]([C:10]([CH3:12])=[O:11])[CH3:9] |f:3.4|. Procedure details: Two of the most commonly used solvents in the chemical industry are isopropyl ether and methyl ethyl ketone. Normally mixtures of solvents are recovered by fractionation in a multiplate rectification column and the ease of separation depends upon the difference in boiling points of the compounds to be separated. However isopropyl ether, b.p.=68.3° C. and methyl ethyl ketone, b.p.=79.6° C. form a minimum azeotrope boiling at 65° C. at one Atm. pressure and containing 87.6 wt.% isopropyl ether, 12... Starting materials: FC(F)(F)c1ncc(Br)cn1, CC(C)N1CCC(CC2CCNCC2)CC1. Yields the product CC(C)N1CCC(CC2CCN(c3cnc(C(F)(F)F)nc3)CC2)CC1. As a reaction SMILES: [Br:17][c:18]1[cH:19][n:20][c:21]([C:24]([F:25])([F:26])[F:27])[n:22][cH:23]1.[CH3:1][CH:2]([CH3:3])[N:4]1[CH2:5][CH2:6][CH:7]([CH2:10][CH:11]2[CH2:12][CH2:13][NH:14][CH2:15][CH2:16]2)[CH2:8][CH2:9]1>>[CH3:1][CH:2]([CH3:3])[N:4]1[CH2:5][CH2:6][CH:7]([CH2:10][CH:11]2[CH2:12][CH2:13][N:14]([c:18]3[cH:19][n:20][c:21]([C:24]([F:25])([F:26])[F:27])[n:22][cH:23]3)[CH2:15][CH2:16]2)[CH2:8][CH2:9]1.